The task is: describe an organic reaction: reactants, conditions, products, and yield. This data is from the Open Reaction Database (ORD), a public repository of structured organic reaction records. Reaction conditions: time 30 minute. The product is Cl.C1(=CC=CC=C1)N1CCC(=CC2=C1C=CC(=C2)C2=CC=C(C=C2)OCCOCCC)C(=O)NC2=CC=C(C=C2)CN(C2CCOCC2)C (1-phenyl-7-[4-(2-propoxyethoxy)phenyl]-N-[4-[[N-methyl-N-(tetrahydro-2H-pyran-4-yl)amino]methyl]phenyl]-2,3-dihydro-1H-1-benzazepine-4-carboxamide hydrochloride). The reactants are C1(=CC=CC=C1)N1CCC(=CC2=C1C=CC(=C2)C2=CC=C(C=C2)OCCOCCC)C(=O)O (1-phenyl-7-[4-(2-propoxyethoxy)phenyl]-2,3-dihydro-1H-1-benzazepine-4-carboxylic acid), CN(C)C=O (DMF), S(=O)(Cl)Cl (thionyl chloride). Reported procedure: In DMF (6 ml) was dissolved 1-phenyl-7-[4-(2-propoxyethoxy)phenyl]-2,3-dihydro-1H-1-benzazepine-4-carboxylic acid (0.2 g). Under ice-cooling, to the mixture was added thionyl chloride (0.08 ml). The mixture was stirred at room temperature for 30 minutes. The solvent was evaporated under reduced pressure. In THF (20 ml) was suspended the residue, the suspension was added dropwise to a solution of 4-[N-methyl-N-(tetrahydro-2H-pyran-4-yl)aminomethyl]aniline (0.12 g) and triethylamine (0.31 ml) in T... As a reaction SMILES: [C:1]1([N:7]2[C:13]3[CH:14]=[CH:15][C:16]([C:18]4[CH:23]=[CH:22][C:21]([O:24][CH2:25][CH2:26][O:27][CH2:28][CH2:29][CH3:30])=[CH:20][CH:19]=4)=[CH:17][C:12]=3[CH:11]=[C:10]([C:31](O)=[O:32])[CH2:9][CH2:8]2)[CH:6]=[CH:5][CH:4]=[CH:3][CH:2]=1.S(Cl)([Cl:36])=O.[CH3:38][N:39]([CH:41]=O)[CH3:40]>>[ClH:36].[C:1]1([N:7]2[C:13]3[CH:14]=[CH:15][C:16]([C:18]4[CH:23]=[CH:22][C:21]([O:24][CH2:25][CH2:26][O:27][CH2:28][CH2:29][CH3:30])=[CH:20][CH:19]=4)=[CH:17][C:12]=3[CH:11]=[C:10]([C:31]([NH:7][C:1]3[CH:6]=[CH:5][C:4]([CH2:41][N:39]([CH3:38])[CH:40]4[CH2:26][CH2:25][O:24][CH2:21][CH2:20]4)=[CH:3][CH:2]=3)=[O:32])[CH2:9][CH2:8]2)[CH:2]=[CH:3][CH:4]=[CH:5][CH:6]=1 |f:3.4|. Reactants: [N+](=O)([O-])[O-].[Mg+2].[N+](=O)([O-])[O-] (magnesium nitrate). Solvent: O (water). Yields the product [N+](=O)([O-])[O-].[Mg+2].[N+](=O)([O-])[O-] (magnesium nitrate), [N+](=O)(O)[O-] (nitric acid). As a reaction SMILES: [N+:1]([O-:4])([O-:3])=[O:2].[Mg+2:5].[N+:6]([O-:9])([O-:8])=[O:7]>O>[N+:1]([O-:4])([O-:3])=[O:2].[Mg+2:5].[N+:6]([O-:9])([O-:8])=[O:7].[N+:1]([O-:4])([OH:3])=[O:2] |f:0.1.2,4.5.6|. Reported procedure: An aqueous solution of magnesium nitrate was prepared by dissolving 179.5 g. (1.21 moles) of crystalline magnesium nitrate in deionized water, followed by the addition thereto of sufficient concentrated nitric acid to provide 34.0 g. (0.54 mole) HNO3 Starting materials: OCC=1C=CC(=NC1)C(CC(=O)N1CCC(CC1)N1C(NC2=CC=CC=C2C1)=O)CC=1C=C2C=NNC2=C(C1)C ((±)-3-(1-(3-(5-(hydroxymethyl)pyridin-2-yl)-4-(7-methyl-1H-indazol-5-yl)butanoyl)piperidin-4-yl)-3,4-dihydroquinazolin-2(1H)-one), CC(=O)OI1(C=2C=CC=CC2C(=O)O1)(OC(=O)C)OC(=O)C (Dess-Martin reagent). The solvent is C(Cl)Cl (methylene chloride). Run at time 1 hour. Product: CC=1C=C(C=C2C=NNC12)CC(CC(N1CCC(CC1)N1C(NC2=CC=CC=C2C1)=O)=O)C1=NC=C(C=O)C=C1 ((±)-6-(1-(7-Methyl-1H-indazol-5-yl)-4-oxo-4-(4-(2-oxo-1,2-dihydroquinazolin-3(4H)-yl)piperidin-1-yl)butan-2-yl)nicotinaldehyde). Yield: 70.8%. RXN SMILES: [OH:1][CH2:2][C:3]1[CH:4]=[CH:5][C:6]([CH:9]([CH2:30][C:31]2[CH:32]=[C:33]3[C:37](=[C:38]([CH3:40])[CH:39]=2)[NH:36][N:35]=[CH:34]3)[CH2:10][C:11]([N:13]2[CH2:18][CH2:17][CH:16]([N:19]3[CH2:28][C:27]4[C:22](=[CH:23][CH:24]=[CH:25][CH:26]=4)[NH:21][C:20]3=[O:29])[CH2:15][CH2:14]2)=[O:12])=[N:7][CH:8]=1.CC(OI1(OC(C)=O)(OC(C)=O)OC(=O)C2C=CC=CC1=2)=O>C(Cl)Cl>[CH3:40][C:38]1[CH:39]=[C:31]([CH2:30][CH:9]([C:6]2[CH:5]=[CH:4][C:3]([CH:2]=[O:1])=[CH:8][N:7]=2)[CH2:10][C:11](=[O:12])[N:13]2[CH2:14][CH2:15][CH:16]([N:19]3[CH2:28][C:27]4[C:22](=[CH:23][CH:24]=[CH:25][CH:26]=4)[NH:21][C:20]3=[O:29])[CH2:17][CH2:18]2)[CH:32]=[C:33]2[C:37]=1[NH:36][N:35]=[CH:34]2. Procedure: Solid (±)-3-(1-(3-(5-(hydroxymethyl)pyridin-2-yl)-4-(7-methyl-1H-indazol-5-yl)butanoyl)piperidin-4-yl)-3,4-dihydroquinazolin-2(1H)-one (20.9 mg, 0.025 mmol, 1.0 equiv) and Dess-Martin reagent (21.8 mg, 2.0 equiv) were dissolved in anhydrous methylene chloride (2 mL). The cloudy solution was stirred at room temperature for 1 h. The reaction was quenched with 0.5 N sodium hydroxide. The layers were separated and the organic layer was washed with brine, dried over sodium sulfate and concentrated to...